Task: describe an organic reaction: reactants, conditions, products, and yield. Dataset: the Open Reaction Database (ORD), a public repository of structured organic reaction records The reactants are NC1=NC=CN=C1 (2-aminopyrazine), COC(N(C)C)OC (dimethylformamide dimethylacetal). Yields the product CN(C=NC1=NC=CN=C1)C (N,N-Dimethyl-N′-pyrazin-2-ylimidoformamide). RXN SMILES: [NH2:1][C:2]1[CH:7]=[N:6][CH:5]=[CH:4][N:3]=1.CO[CH:10](OC)[N:11]([CH3:13])[CH3:12]>>[CH3:10][N:11]([CH3:13])[CH:12]=[N:1][C:2]1[CH:7]=[N:6][CH:5]=[CH:4][N:3]=1. Procedure: A solution of 2-aminopyrazine (16.45 g) in dimethylformamide dimethylacetal (22.4 g) was refluxed at 85° C. for 3 h, evaporated under reduced pressure, and used in the next step without further purification. The reactants are COC(=O)c1ccc2cc(C(=O)OC)ccc2c1, CN(C)C=O, [Na+], [OH-]. Yields the product COC(=O)c1ccc2cc(C(=O)O)ccc2c1. As a reaction SMILES: [CH3:1][O:2][C:3](=[O:4])[c:5]1[cH:6][c:7]2[cH:8][cH:9][c:10]([C:15](=[O:16])[O:17][CH3:18])[cH:11][c:12]2[cH:13][cH:14]1.[CH3:21][N:22]([CH3:23])[CH:24]=[O:25].[Na+:20].[OH-:19]>>[CH3:1][O:2][C:3](=[O:4])[c:5]1[cH:6][c:7]2[cH:8][cH:9][c:10]([C:15](=[O:16])[OH:17])[cH:11][c:12]2[cH:13][cH:14]1. The reactants are O=C([O-])C(=O)[O-], C1CCNC1, c1cc2c(s1)CCCC2=NOCC1CO1. The product is OC(CON=C1CCCc2sccc21)CN1CCCC1. RXN SMILES: [C:21]([O-:22])(=[O:23])[C:24]([O-:25])=[O:26].[CH2:16]1[CH2:17][CH2:18][NH:19][CH2:20]1.[O:1]1[CH:2]([CH2:3][O:4][N:5]=[C:6]2[CH2:7][CH2:8][CH2:9][c:10]3[s:11][cH:12][cH:13][c:14]32)[CH2:15]1>>[OH:1][CH:2]([CH2:3][O:4][N:5]=[C:6]1[CH2:7][CH2:8][CH2:9][c:10]2[s:11][cH:12][cH:13][c:14]21)[CH2:15][N:19]1[CH2:18][CH2:17][CH2:16][CH2:20]1. The reactants are FC(C(=O)O)(F)F.C(CCC)NC1=NC(=C2N=C(NC2=N1)OC)N (N2-butyl-8-methoxy-9H-purine-2,6-diamine trifluoroacetic acid salt), C([O-])([O-])=O.[K+].[K+] (potassium carbonate), CS(=O)(=O)OCC1COCC1 (tetrahydro-3-furanylmethyl methanesulfonate), ClC1=NC(=C2N=CN(C2=N1)CC1CCOCC1)Cl (2,6-Dichloro-9-(tetrahydro-2H-pyran-4-ylmethyl)-9H-purine). The solvent is CN(C=O)C (N,N-dimethylformamide), C(C)(=O)OCC (ethyl acetate), CN(C=O)C (N,N-dimethylformamide). Reaction conditions: temperature 60 celsius. The product is C(CCC)NC1=NC(=C2N=C(N(C2=N1)CC1COCC1)OC)N (N2-Butyl-8-(methoxy)-9-[tetrahydro-3-furanylmethyl]-9H-Purine-2,6-diamine). As a reaction SMILES: FC(F)(F)C(O)=O.[CH2:8]([NH:12][C:13]1[N:21]=[C:20]2[C:16]([N:17]=[C:18]([O:22][CH3:23])[NH:19]2)=[C:15]([NH2:24])[N:14]=1)[CH2:9][CH2:10][CH3:11].C(=O)([O-])[O-].[K+].[K+].CS(O[CH2:36][CH:37]1[CH2:41][CH2:40][O:39][CH2:38]1)(=O)=O.ClC1N=C2C(N=CN2CC2CCOCC2)=C(Cl)N=1>CN(C)C=O.C(OCC)(=O)C>[CH2:8]([NH:12][C:13]1[N:21]=[C:20]2[C:16]([N:17]=[C:18]([O:22][CH3:23])[N:19]2[CH2:36][CH:37]2[CH2:41][CH2:40][O:39][CH2:38]2)=[C:15]([NH2:24])[N:14]=1)[CH2:9][CH2:10][CH3:11] |f:0.1,2.3.4|. Procedure details: To a solution of N2-butyl-8-methoxy-9H-purine-2,6-diamine trifluoroacetic acid salt (4.60 g) in dry N,N-dimethylformamide (55 ml) at room temperature and under was added potassium carbonate (7.25 g) in one go. The reaction was heated to 60° C. for 1.5 hours. A solution of tetrahydro-3-furanylmethyl methanesulfonate, Isomer 2 (2.6 g) in dry N,N-dimethylformamide (3 ml) was added via a Pasteur pipette and the reaction heated at 70° C. for 16 hours. The reaction was cooled to room temperature, dilu... Isolated yield 98.2%. Procedure: Free base. In a round-bottomed flask equipped with a magnetic stir bar, 6.51 g (12.1 mmol) of N-benzylbis(3-benzenesulfonamidopropyl)amine hydrochloride, 40 mL of CH2Cl2, 15 mL of a solution of 1 N aq. NaOH and 15 mL of saturated aq. NaCl were combined. After stirring vigorously for 30 min, the layers were separated and the organic portion dried (MgSO4). Removal of the drying agent by filtration, concentration of the filtrate by rotary evaporation and further drying under vacuum (0.4 mm, 45° C.)... As a reaction SMILES: Cl.[CH2:2]([N:9]([CH2:23][CH2:24][CH2:25][NH:26][S:27]([C:30]1[CH:35]=[CH:34][CH:33]=[CH:32][CH:31]=1)(=[O:29])=[O:28])[CH2:10][CH2:11][CH2:12][NH:13][S:14]([C:17]1[CH:22]=[CH:21][CH:20]=[CH:19][CH:18]=1)(=[O:16])=[O:15])[C:3]1[CH:8]=[CH:7][CH:6]=[CH:5][CH:4]=1.[OH-].[Na+].[Na+].[Cl-]>C(Cl)Cl>[CH2:2]([N:9]([CH2:10][CH2:11][CH2:12][NH:13][S:14]([C:17]1[CH:18]=[CH:19][CH:20]=[CH:21][CH:22]=1)(=[O:15])=[O:16])[CH2:23][CH2:24][CH2:25][NH:26][S:27]([C:30]1[CH:35]=[CH:34][CH:33]=[CH:32][CH:31]=1)(=[O:29])=[O:28])[C:3]1[CH:8]=[CH:7][CH:6]=[CH:5][CH:4]=1 |f:0.1,2.3,4.5|. Reaction conditions: time 30 minute. The reactants are Cl.C(C1=CC=CC=C1)N(CCCNS(=O)(=O)C1=CC=CC=C1)CCCNS(=O)(=O)C1=CC=CC=C1 (N-benzylbis(3-benzenesulfonamidopropyl)amine hydrochloride), [Na+].[Cl-] (NaCl), solution, [OH-].[Na+] (NaOH). Product: C(C1=CC=CC=C1)N(CCCNS(=O)(=O)C1=CC=CC=C1)CCCNS(=O)(=O)C1=CC=CC=C1 (N-benzylbis (3-benzenesulfonamidopropyl)amine). Solvent: C(Cl)Cl (CH2Cl2). The reactants are OCCCC1C(=CC(O1)=O)C1=CC=CC=C1 (5-(3-hydroxypropyl)-4-phenyl2(5H)-furanone), CC(=O)C.OS(=O)(=O)O.O=[Cr](=O)=O (Jones reagent), C(C)(=O)OCC (ethyl acetate), C(C)(C)O (isopropyl alcohol). Solvent: CC(=O)C (acetone), CC(=O)C (acetone), O (water). Conditions: temperature 0 celsius, time 20 minute. The product is O=C1C=C(C(O1)CCC(=O)O)C1=CC=CC=C1 (3-(2,5-dihydro5-oxo-3-phenyl-2-furyl)propionic acid). Reaction SMILES: [OH:1][CH2:2][CH2:3][CH2:4][CH:5]1[O:9][C:8](=[O:10])[CH:7]=[C:6]1[C:11]1[CH:16]=[CH:15][CH:14]=[CH:13][CH:12]=1.CC(C)=[O:19].OS(O)(=O)=O.O=[Cr](=O)=O.C(O)(C)C.C(OCC)(=O)C>CC(C)=O.O>[O:10]=[C:8]1[O:9][CH:5]([CH2:4][CH2:3][C:2]([OH:19])=[O:1])[C:6]([C:11]2[CH:16]=[CH:15][CH:14]=[CH:13][CH:12]=2)=[CH:7]1 |f:1.2.3|. Procedure: A solution of 5-(3-hydroxypropyl)-4-phenyl2(5H)-furanone (90 mg) in acetone (1 ml) was added to a solution of 2N Jones reagent (0.62 ml) in acetone (1 ml) at 0° C. over 10 minutes, and the resulting mixture was stirred at 0° C. for 20 minutes. After addition of isopropyl alcohol (1 ml), the mixture was poured into a mixture of ethyl acetate (20 ml) and water (20 ml). The aqueous layer was separated and extracted with ethyl acetate (10 ml). The organic layers were combined, washed with water and ...